From a dataset of the Open Reaction Database (ORD), a public repository of structured organic reaction records. describe an organic reaction: reactants, conditions, products, and yield Starting materials: ClCCCl, CCN(C(C)C)C(C)C, O=C(O)CSC1CCCCC1, ClCCl, CC(C)(C)S(=O)NC(Cc1cc(F)c(F)cc1F)C1CCNCC1, CN(C)C=O, On1nnc2ccccc21. Product: CC(C)(C)S(=O)NC(Cc1cc(F)c(F)cc1F)C1CCN(C(=O)CSC2CCCCC2)CC1. RXN SMILES: [CH2:25]([Cl:26])[CH2:27][Cl:28].[CH:39]([N:40]([CH2:41][CH3:42])[CH:43]([CH3:44])[CH3:45])([CH3:46])[CH3:47].[CH:48]1([S:54][CH2:55][C:56](=[O:57])[OH:58])[CH2:49][CH2:50][CH2:51][CH2:52][CH2:53]1.[Cl:64][CH2:65][Cl:66].[NH:1]1[CH2:2][CH2:3][CH:4]([CH:7]([CH2:8][c:9]2[c:10]([F:17])[cH:11][c:12]([F:16])[c:13]([F:15])[cH:14]2)[NH:18][S:19](=[O:20])[C:21]([CH3:22])([CH3:23])[CH3:24])[CH2:5][CH2:6]1.[O:59]=[CH:60][N:61]([CH3:62])[CH3:63].[OH:29][n:30]1[c:31]2[c:32]([cH:33][cH:34][cH:35][cH:36]2)[n:37][n:38]1>>[N:1]1([C:56]([CH2:55][S:54][CH:48]2[CH2:49][CH2:50][CH2:51][CH2:52][CH2:53]2)=[O:57])[CH2:2][CH2:3][CH:4]([CH:7]([CH2:8][c:9]2[c:10]([F:17])[cH:11][c:12]([F:16])[c:13]([F:15])[cH:14]2)[NH:18][S:19](=[O:20])[C:21]([CH3:22])([CH3:23])[CH3:24])[CH2:5][CH2:6]1. Yields the product N1C=CC2=CC=CC=C12 (Indole). Reported procedure: 6-methoxymethylindole, R5X=cyclopropyl-methylbromide; NH2A=(2-amino-thiazole-5-ylsulfanyl)-propionic acid ethyl ester Reactants: COCC1=CC=C2C=CNC2=C1 (6-methoxymethylindole), C1(CC1)CBr (cyclopropyl-methylbromide), C(C)OC(C(C)SC1=CN=C(S1)N)=O ((2-amino-thiazole-5-ylsulfanyl)-propionic acid ethyl ester). As a reaction SMILES: COC[C:4]1[CH:12]=[C:11]2[C:7]([CH:8]=[CH:9][NH:10]2)=[CH:6][CH:5]=1.C1(CBr)CC1.C(OC(=O)C(SC1SC(N)=NC=1)C)C>>[NH:10]1[C:11]2[C:7](=[CH:6][CH:5]=[CH:4][CH:12]=2)[CH:8]=[CH:9]1. Reactants: C(C)(=O)N1CC(CCC1)C(C1=CC=C(C=C1)F)=O (1-acetyl-3-(4-fluorobenzoyl)piperidine), CNC (dimethylamine), C(O)([O-])=O.[Na+] (sodium hydrogen carbonate). Reaction conditions: time 5 day. Product: C(C)(=O)N1CC(CCC1)C(C1=CC=C(C=C1)N(C)C)=O (1-acetyl-3-(4-dimethylaminobenzoyl)piperidine). Reaction SMILES: [C:1]([N:4]1[CH2:9][CH2:8][CH2:7][CH:6]([C:10](=[O:18])[C:11]2[CH:16]=[CH:15][C:14](F)=[CH:13][CH:12]=2)[CH2:5]1)(=[O:3])[CH3:2].[CH3:19][NH:20][CH3:21].C(=O)([O-])O.[Na+]>>[C:1]([N:4]1[CH2:9][CH2:8][CH2:7][CH:6]([C:10](=[O:18])[C:11]2[CH:16]=[CH:15][C:14]([N:20]([CH3:21])[CH3:19])=[CH:13][CH:12]=2)[CH2:5]1)(=[O:3])[CH3:2] |f:2.3|. Reported procedure: A mixture consisting of 2.49 g of 1-acetyl-3-(4-fluorobenzoyl)piperidine and 8 ml of 50% aqueous dimethylamine solution was stirred for 5 days at room temperature, followed by addition of a saturated aqueous solution of sodium hydrogen carbonate. The solution was extracted with ethyl acetate and the extract was dried. The solvent was then distilled off and the remaining oil was purified by silica gel column chromatography (eluent: ethyl acetate) to give 2.6 g of 1-acetyl-3-(4-dimethylaminobenzoy... Starting materials: S=C(Cl)Cl, ClC(Cl)Cl, Nc1ccc(OCCN2CCCC2)cc1, [Na+], O=C([O-])O. Yields the product S=C=Nc1ccc(OCCN2CCCC2)cc1. RXN SMILES: [Cl:1][C:2]([Cl:3])=[S:4].[Cl:25][CH:26]([Cl:27])[Cl:28].[N:5]1([CH2:10][CH2:11][O:12][c:13]2[cH:14][cH:15][c:16]([NH2:19])[cH:17][cH:18]2)[CH2:6][CH2:7][CH2:8][CH2:9]1.[Na+:24].[O-:20][C:21]([OH:22])=[O:23]>>[C:2](=[S:4])=[N:19][c:16]1[cH:15][cH:14][c:13]([O:12][CH2:11][CH2:10][N:5]2[CH2:6][CH2:7][CH2:8][CH2:9]2)[cH:18][cH:17]1. Reactants: NC1=C(C(=NC=N1)NCC1CCN(CC1)C(=O)OC(C)(C)C)C1=CC=C(C=C1)OC1=CC=CC=C1 (tert-butyl 4-({[6-amino-5-(4-phenoxyphenyl)pyrimidin-4-yl]amino}methyl)piperidine-1-carboxylate), Cl (Hydrogen chloride). Solvent: CO (methanol). Reaction conditions: time 8 hour. The product is O(C1=CC=CC=C1)C1=CC=C(C=C1)C=1C(=NC=NC1N)NCC1CCNCC1 (5-(4-phenoxyphenyl)-N-(piperidin-4-ylmethyl)pyrimidine-4,6-diamine). As a reaction SMILES: [NH2:1][C:2]1[N:7]=[CH:6][N:5]=[C:4]([NH:8][CH2:9][CH:10]2[CH2:15][CH2:14][N:13](C(OC(C)(C)C)=O)[CH2:12][CH2:11]2)[C:3]=1[C:23]1[CH:28]=[CH:27][C:26]([O:29][C:30]2[CH:35]=[CH:34][CH:33]=[CH:32][CH:31]=2)=[CH:25][CH:24]=1.Cl>CO>[O:29]([C:26]1[CH:27]=[CH:28][C:23]([C:3]2[C:4]([NH:8][CH2:9][CH:10]3[CH2:15][CH2:14][NH:13][CH2:12][CH2:11]3)=[N:5][CH:6]=[N:7][C:2]=2[NH2:1])=[CH:24][CH:25]=1)[C:30]1[CH:35]=[CH:34][CH:33]=[CH:32][CH:31]=1. Procedure: Into a 20-mL vial was placed tert-butyl 4-({[6-amino-5-(4-phenoxyphenyl)pyrimidin-4-yl]amino}methyl)piperidine-1-carboxylate (534.60 mg; 1.12 mmol) dissolved in methanol (4.00 ml). Hydrogen chloride (2.0 M solution in diethyl ether) (5.62 ml) was added to the mixture. The reaction was stirred at rt overnight. The reaction mixture was concentrated under reduced pressured and subsequently lyophilized overnight to afford 5-(4-phenoxyphenyl)-N-(piperidin-4-ylmethyl)pyrimidine-4,6-diamine as a yellow... Starting materials: OO (hydrogen peroxide), CC(=C)CO (β-methallyl alcohol), C([O-])([O-])=O.[K+].[K+] (Potassium carbonate), BrC1=CC=C(C=C1)O (4-bromophenol). The reagents and catalysts are O.O.[O-][W](=O)(=O)[O-].[Na+].[Na+] (sodium tungstate dihydrate). Run in C1(=CC=CC=C1)C (toluene). Conditions: time 5 minute. Product: BrC1=CC=C(OCC(CO)(O)C)C=C1 (3-(4-bromophenoxy)-2-methylpropane-1,2-diol). Yield: 81.6%. As a reaction SMILES: [CH3:1][C:2]([CH2:4][OH:5])=[CH2:3].OO.C(=O)([O-])[O-:9].[K+].[K+].[Br:14][C:15]1[CH:20]=[CH:19][C:18]([OH:21])=[CH:17][CH:16]=1>O.O.[O-][W]([O-])(=O)=O.[Na+].[Na+].C1(C)C=CC=CC=1>[Br:14][C:15]1[CH:20]=[CH:19][C:18]([O:21][CH2:3][C:2]([CH3:1])([OH:9])[CH2:4][OH:5])=[CH:17][CH:16]=1 |f:2.3.4,6.7.8.9.10|. Reported procedure: A mixture of β-methallyl alcohol (10 g, 139 mmol) and sodium tungstate dihydrate (92 mg, 0.28 mmol) was stirred at room temperature, and a 35% hydrogen peroxide solution (17.3 g, 153 mmol) was added thereto dropwise over a period of 5 minutes. The mixture was heated to 40° C. and stirred for 7 hours. Potassium carbonate (9.6 g, 69 mmol) and 4-bromophenol (7.9 g, 46 mmol) were added to a half amount of the resulting reaction mixture (70 mmol, based on β-methallyl alcohol), followed by stirring at... Starting materials: C(C1=CC=CC=C1)OC=1C=CC2=C(SC(=C2)N(C)C)C1 (6-benzyloxy-2-dimethylaminobenzo[b]thiophene), C1CCOC1 (THF), Cl.N1(CCCC1)CCOC1=CC=C(C(=O)Cl)C=C1 (4-[2-(1-pyrrolidinyl)ethoxy]benzoyl chloride hydrochloride), TEA. The solvent is hexanes. Product: OC=1C=CC2=C(SC(=C2CC2=CC=C(C=C2)OCCN2CCCC2)C2=CC=C(C=C2)OCCCC#N)C1 (6-Hydroxy-3-[4-[2-(1-pyrrolidinyl)ethoxy]benzyl]-2-[4-(3-cyanopropyloxy)phenyl]benzo[b]thiophene). The yield is 38.0%. As a reaction SMILES: C([O:8][C:9]1[CH:10]=[CH:11][C:12]2[CH:16]=[C:15](N(C)C)[S:14][C:13]=2[CH:20]=1)C1C=CC=CC=1.Cl.[N:22]1([CH2:27][CH2:28][O:29][C:30]2[CH:38]=[CH:37][C:33]([C:34](Cl)=O)=[CH:32][CH:31]=2)[CH2:26][CH2:25][CH2:24][CH2:23]1.[CH2:39]1[CH2:43][O:42][CH2:41][CH2:40]1>>[OH:8][C:9]1[CH:10]=[CH:11][C:12]2[C:16]([CH2:34][C:33]3[CH:37]=[CH:38][C:30]([O:29][CH2:28][CH2:27][N:22]4[CH2:26][CH2:25][CH2:24][CH2:23]4)=[CH:31][CH:32]=3)=[C:15]([C:30]3[CH:38]=[CH:39][C:43]([O:42][CH2:41][CH2:40][CH2:24][C:23]#[N:22])=[CH:32][CH:31]=3)[S:14][C:13]=2[CH:20]=1 |f:1.2|. Reported procedure: By essentially following the proceedure described in Example 16, Part A, the title compound was prepared as an oil starting from 6-benzyloxy-2-dimethylaminobenzo[b]thiophene and 4-[2-(1-pyrrolidinyl)ethoxy]benzoyl chloride hydrochloride in 38% yield following MPLC (SiO2; 15% then 20% then 30% THF with 5% TEA in hexanes). Run in CO (methanol), C(Cl)Cl (CH2Cl2), C(C)(=O)OCC (ethyl acetate). Reaction SMILES: [BH4-].[Na+].[Br:3][C:4]1[CH:5]=[C:6]([CH:9]=[C:10]([Br:12])[CH:11]=1)[CH:7]=[O:8]>CO.C(OCC)(=O)C.C(Cl)Cl>[Br:3][C:4]1[CH:5]=[C:6]([CH:9]=[C:10]([Br:12])[CH:11]=1)[CH2:7][OH:8] |f:0.1|. Run at time 30 minute. The product is 7.2G, BrC=1C=C(CO)C=C(C1)Br (3,5-dibromobenzylalcohol). Reported procedure: 1.14G(30 mM) of sodium borohydride was added slowly to a suspension of 3,5-dibromobenzaldehyde (7.92G; 30 mM), from step (a), in 50 mL of methanol at 0° under nitrogen. After stirring 30 mins., the reaction mixture was diluted with 150 mL of ethyl acetate and washed with 5×50 mL of saturated sodium chloride solution, dried over anhydrous magnesium sulfate. Solvent removal afforded a crude product, which was dissolved in minimum amount of CH2Cl2 and applied on silica gel. Elution with 1:2 mixture... The reactants are 1.14G, [BH4-].[Na+] (sodium borohydride), BrC=1C=C(C=O)C=C(C1)Br (3,5-dibromobenzaldehyde).